Dataset: the Open Reaction Database (ORD), a public repository of structured organic reaction records. Task: describe an organic reaction: reactants, conditions, products, and yield The reactants are O=C([O-])CCC(=O)O, CCC1CC2C3CCC4=CC(=O)CCC4C3CCC2(C)C1OC(=O)CBr, CC(C)=O, [Na+]. The product is CCC1CC2C3CCC4=CC(=O)CCC4C3CCC2(C)C1OC(=O)COC(=O)CCC(=O)O. RXN SMILES: [C:27]([CH2:28][CH2:29][C:30](=[O:31])[OH:32])(=[O:33])[O-:34].[CH2:1]([CH3:2])[CH:3]1[CH:4]([O:22][C:23]([CH2:24][Br:25])=[O:26])[C:5]2([CH3:6])[CH:7]([CH2:8]1)[CH:9]1[CH2:10][CH2:11][C:12]3=[CH:13][C:14](=[O:21])[CH2:15][CH2:16][CH:17]3[CH:18]1[CH2:19][CH2:20]2.[CH3:36][C:37](=[O:38])[CH3:39].[Na+:35]>>[CH2:1]([CH3:2])[CH:3]1[CH:4]([O:22][C:23]([CH2:24][O:32][C:30]([CH2:29][CH2:28][C:27](=[O:33])[OH:34])=[O:31])=[O:26])[C:5]2([CH3:6])[CH:7]([CH2:8]1)[CH:9]1[CH2:10][CH2:11][C:12]3=[CH:13][C:14](=[O:21])[CH2:15][CH2:16][CH:17]3[CH:18]1[CH2:19][CH2:20]2.